Dataset: the Open Reaction Database (ORD), a public repository of structured organic reaction records. Task: describe an organic reaction: reactants, conditions, products, and yield Reactants: stannic chloride, C(C)(=O)O[C@H](C=O)[C@@H](OC(C)=O)[C@H](OC(C)=O)[C@H](OC(C)=O)COC(C)=O (D-mannose pentaacetate), C[Si](C)(C)N=[N+]=[N-] (trimethylsilyl azide). Run in C(Cl)Cl (methylene chloride). The product is C(C)(=O)O[C@@H]1[C@H](O[C@@H]([C@H]([C@@H]1OC(C)=O)OC(C)=O)COC(C)=O)N=[N+]=[N-] (2,3,4,6-tetra-O-acetyl-α-D-mannopyranosyl azide). RXN SMILES: [C:1]([O:4][C@@H:5]([C@H:8]([C@@H:13]([C@@H:18]([CH2:23][O:24][C:25](=[O:27])[CH3:26])[O:19][C:20](=[O:22])[CH3:21])[O:14][C:15](=[O:17])[CH3:16])[O:9][C:10](=O)C)C=O)(=[O:3])[CH3:2].C[Si]([N:32]=[N+:33]=[N-:34])(C)C>C(Cl)Cl>[C:25]([O:24][C@H:23]1[C@@H:18]([O:19][C:20](=[O:22])[CH3:21])[C@H:13]([O:14][C:15](=[O:17])[CH3:16])[C@@H:8]([CH2:5][O:4][C:1](=[O:3])[CH3:2])[O:9][C@@H:10]1[N:32]=[N+:33]=[N-:34])(=[O:27])[CH3:26]. Procedure details: About 2 ml. stannic chloride is added to a solution of 8 grams of D-mannose pentaacetate and 2.6 ml. trimethylsilyl azide in 180 ml. methylene chloride, and the resulting mixture is stirred at a temperature of about 25° C. for a period of approximately six hours. The reaction solution is diluted with an additional 100 ml. of methylene chloride, and the resulting methylene chloride solution is washed successively with water, with aqueous sodium bicarbonate solution, again with water, and dried ov... Starting materials: COC(=O)C1(CC2=CC=CC=C2C1)NC(C1=CC(=C(C=C1)OC)OC(C)=O)=O (2-(3-Acetoxy-4-methoxy-benzoylamino)-indane-2-carboxylic acid methyl ester), C([O-])([O-])=O.[K+].[K+] (potassium carbonate). Solvent: CO (methanol). Reaction conditions: time 2 hour. Yields the product COC(=O)C1(CC2=CC=CC=C2C1)NC(C1=CC(=C(C=C1)OC)O)=O (2-(3-Hydroxy-4-methoxy-benzoylamino)-indane-2-carboxylic acid methyl ester). Yield: 91.4%. RXN SMILES: [CH3:1][O:2][C:3]([C:5]1([NH:14][C:15](=[O:28])[C:16]2[CH:21]=[CH:20][C:19]([O:22][CH3:23])=[C:18]([O:24]C(=O)C)[CH:17]=2)[CH2:13][C:12]2[C:7](=[CH:8][CH:9]=[CH:10][CH:11]=2)[CH2:6]1)=[O:4].C(=O)([O-])[O-].[K+].[K+]>CO>[CH3:1][O:2][C:3]([C:5]1([NH:14][C:15](=[O:28])[C:16]2[CH:21]=[CH:20][C:19]([O:22][CH3:23])=[C:18]([OH:24])[CH:17]=2)[CH2:6][C:7]2[C:12](=[CH:11][CH:10]=[CH:9][CH:8]=2)[CH2:13]1)=[O:4] |f:1.2.3|. Procedure details: The compound of step 1 (3.44 g, 8.97 mmol) was dissolved in methanol (50 ml), potassium carbonate (248 mg, 1.79 mmol) was added and the mixture was stirred for 2 h at room temperature. The mixture was evaporated to dryness, the residue partitioned between EA and 1 N hydrochloric acid and the aqueous phase extracted with EA. The combined organic extracts were dried over magnesium sulfate, filtered and evaporated to dryness to give 2.80 g of the title compound. Procedure: Trichloro(2-ethylhexyl)silane (synthesized in accordance with J. Am. Chem. Soc. 2008, 130, 16144-16145, 24.8 g) was placed in a 300 mL four-necked flask in a nitrogen atmosphere, and dissolved in tetrahydrofuran (100 mL). The resulting solution was cooled to 0° C., and a solution of n-octyl magnesium bromide in diethyl ether (Sigma-Aldrich Co. LLC., 2.00 M, 50.0 mL) was added dropwise. The reaction solution was agitated for about 30 minutes at 7° C., and then agitated for about 3 hours at room t... Run at temperature 0 celsius, time 30 minute. RXN SMILES: Cl[Si:2]([Cl:12])([Cl:11])[CH2:3][CH:4]([CH2:9][CH3:10])[CH2:5][CH2:6][CH2:7][CH3:8].[CH2:13]([Mg]Br)[CH2:14][CH2:15][CH2:16][CH2:17][CH2:18][CH2:19][CH3:20]>O1CCCC1.C(OCC)C>[Cl:12][Si:2]([Cl:11])([CH2:3][CH:4]([CH2:9][CH3:10])[CH2:5][CH2:6][CH2:7][CH3:8])[CH2:13][CH2:14][CH2:15][CH2:16][CH2:17][CH2:18][CH2:19][CH3:20]. The yield is 49.0%. Yields the product Cl[Si](CCCCCCCC)(CC(CCCC)CC)Cl (dichloro(2-ethylhexyl)n-octylsilane). The solvent is C(C)OCC (diethyl ether), O1CCCC1 (tetrahydrofuran). The reactants are Cl[Si](CC(CCCC)CC)(Cl)Cl (Trichloro(2-ethylhexyl)silane), C(CCCCCCC)[Mg]Br (n-octyl magnesium bromide). Reactants: C(CC(O)(C(=O)O)CC(=O)O)(=O)O (citric acid), [H-].[Na+] (Sodium hydride), C[C@]1(CN(C(C1=C)=O)[C@H](C)C1=CC=CC=C1)C(=O)OC(C)(C)C (tert-butyl (3S)-3-methyl-4-methylene-5-oxo-1-[(1R)-1-phenylethyl]pyrrolidine-3-carboxylate), [I-].C[S+](C)C (trimethylsulfonium iodide). Solvent: O (water), CS(=O)C (dimethylsulfoxide), CS(=O)C (dimethylsulfoxide). Run at temperature 90 celsius, time 30 minute. Product: C[C@]1(CN(C(C12CC2)=O)[C@H](C)C2=CC=CC=C2)C(=O)OC(C)(C)C (tert-Butyl (7S)-7-methyl-4-oxo-5-[(1R)-1-phenylethyl]-5-azaspiro[2.4]heptane-7-carboxylate). The yield is 60.1%. RXN SMILES: [H-].[Na+].[CH3:3][C@:4]1([C:19]([O:21][C:22]([CH3:25])([CH3:24])[CH3:23])=[O:20])[C:8](=[CH2:9])[C:7](=[O:10])[N:6]([C@@H:11]([C:13]2[CH:18]=[CH:17][CH:16]=[CH:15][CH:14]=2)[CH3:12])[CH2:5]1.[I-].[CH3:27][S+](C)C.C(O)(=O)CC(CC(O)=O)(C(O)=O)O>CS(C)=O.O>[CH3:3][C@:4]1([C:19]([O:21][C:22]([CH3:24])([CH3:23])[CH3:25])=[O:20])[C:8]2([CH2:27][CH2:9]2)[C:7](=[O:10])[N:6]([C@@H:11]([C:13]2[CH:18]=[CH:17][CH:16]=[CH:15][CH:14]=2)[CH3:12])[CH2:5]1 |f:0.1,3.4|. Reported procedure: Sodium hydride (60% in oil, 76.1 mg, 1.74 mmol) and a solution of tert-butyl (3S)-3-methyl-4-methylene-5-oxo-1-[(1R)-1-phenylethyl]pyrrolidine-3-carboxylate (500 mg, 1.59 mmol) in dimethylsulfoxide (24 mL) were added sequentially to a solution of trimethylsulfonium iodide (401 mg, 1.82 mmol) in dimethylsulfoxide (8 mL), and the mixture was stirred at 90° C. for 30 minutes. 10% Aqueous citric acid (32 mL) and water (96 mL) were added to the reaction mixture at room temperature, followed by extrac... Reactants: COC(=O)C(Cc1ccc2c(c1)OCC(c1ccc(OCc3ccc(Cl)c(Cl)c3)cc1)O2)NC(=O)OC(C)(C)C, Cl, [Na+], O=C([O-])O. The product is COC(=O)C(N)Cc1ccc2c(c1)OCC(c1ccc(OCc3ccc(Cl)c(Cl)c3)cc1)O2. RXN SMILES: [CH3:1][O:2][C:3]([CH:4]([CH2:5][c:6]1[cH:7][c:8]2[c:9]([cH:30][cH:31]1)[O:10][CH:11]([c:14]1[cH:15][cH:16][c:17]([O:20][CH2:21][c:22]3[cH:23][c:24]([Cl:29])[c:25]([Cl:28])[cH:26][cH:27]3)[cH:18][cH:19]1)[CH2:12][O:13]2)[NH:32][C:33]([O:34][C:35]([CH3:36])([CH3:37])[CH3:38])=[O:39])=[O:40].[ClH:41].[Na+:46].[O-:42][C:43]([OH:44])=[O:45]>>[CH3:1][O:2][C:3]([CH:4]([CH2:5][c:6]1[cH:7][c:8]2[c:9]([cH:30][cH:31]1)[O:10][CH:11]([c:14]1[cH:15][cH:16][c:17]([O:20][CH2:21][c:22]3[cH:23][c:24]([Cl:29])[c:25]([Cl:28])[cH:26][cH:27]3)[cH:18][cH:19]1)[CH2:12][O:13]2)[NH2:32])=[O:40].